Dataset: the Open Reaction Database (ORD), a public repository of structured organic reaction records. Task: describe an organic reaction: reactants, conditions, products, and yield Reactants: [H][H] (Hydrogen), [H-].[Na+] (sodium hydride), [N+](=O)([O-])C1=CNC=C1 (3-nitropyrrole), IC (iodomethane). Solvent: CCOC(=O)C (EtOAc), O (Water), CCCCCC (hexane), CN(C)C=O (DMF). Reaction conditions: time 20 hour. The product is CN1C=C(C=C1)[N+](=O)[O-] (1-methyl-3-nitro-1H-pyrrole). Isolated yield 87.8%. Reaction SMILES: [H-].[Na+].[N+:3]([C:6]1[CH:10]=[CH:9][NH:8][CH:7]=1)([O-:5])=[O:4].I[CH3:12].[H][H]>CCCCCC.CN(C=O)C.CCOC(C)=O.O>[CH3:12][N:8]1[CH:9]=[CH:10][C:6]([N+:3]([O-:5])=[O:4])=[CH:7]1 |f:0.1|. Procedure: To sodium hydride (300 mg, 60% in mineral oil, 7.50 mmol) in a flask, which was washed with hexane twice, a solution of 3-nitropyrrole (500 mg, 4.46 mmol) and iodomethane (0.560 mL, 8.97 mmol) in DMF (4 mL) was added. Hydrogen gas evolved. The mixture was then stirred at room temperature for 20 h. Water and EtOAc were added. Organic phase was separated, washed with water, dried over Na2SO4, concentrated in vacuo to give 1-methyl-3-nitro-1H-pyrrole (494 mg). The reactants are C(#N)C=1C(=NN(C1)C1=C(C=C(C(=C1)SCC(F)(F)F)C)F)OC(C(OC(F)(F)F)F)(F)F (4-cyano-1-{2-fluoro-4-methyl-5-(2,2,2-trifluoroethylthio)phenyl}-3-{1,1,2-trifluoro-2-(trifluoromethoxy)ethoxy}pyrazole), ClC1=CC(=CC=C1)C(=O)OO (m-chloroperbenzoic acid). The solvent is C(Cl)(Cl)Cl (chloroform). Run at time 1 hour. The product is C(#N)C=1C(=NN(C1)C1=C(C=C(C(=C1)S(=O)CC(F)(F)F)C)F)OC(C(OC(F)(F)F)F)(F)F (4-cyano-1-{2-fluoro-4-methyl-5-(2,2,2-trifluoroethylsulfinyl)phenyl}-3-{1,1,2-trifluoro-2-(trifluoromethoxy)ethoxy}pyrazole). Yield: 92.0%. RXN SMILES: [C:1]([C:3]1[C:4]([O:22][C:23]([F:32])([F:31])[CH:24]([F:30])[O:25][C:26]([F:29])([F:28])[F:27])=[N:5][N:6]([C:8]2[CH:13]=[C:12]([S:14][CH2:15][C:16]([F:19])([F:18])[F:17])[C:11]([CH3:20])=[CH:10][C:9]=2[F:21])[CH:7]=1)#[N:2].ClC1C=CC=C(C(OO)=[O:41])C=1>C(Cl)(Cl)Cl>[C:1]([C:3]1[C:4]([O:22][C:23]([F:32])([F:31])[CH:24]([F:30])[O:25][C:26]([F:27])([F:28])[F:29])=[N:5][N:6]([C:8]2[CH:13]=[C:12]([S:14]([CH2:15][C:16]([F:19])([F:18])[F:17])=[O:41])[C:11]([CH3:20])=[CH:10][C:9]=2[F:21])[CH:7]=1)#[N:2]. Procedure details: 0.2 g of 4-cyano-1-{2-fluoro-4-methyl-5-(2,2,2-trifluoroethylthio)phenyl}-3-{1,1,2-trifluoro-2-(trifluoromethoxy)ethoxy}pyrazole was dissolved in 10 mL of chloroform, and 93 mg of m-chloroperbenzoic acid (purity: 75%) was added under cooling with ice. After stirring for one hour under cooling with ice, the solution was washed with an aqueous sodium thiosulfate solution and then washed with an aqueous sodium hydrogen carbonate solution, and then dried over anhydrous magnesium sulfate. The solvent... The reactants are [Li]CCCC, C1CCOC1, CCCCCC, COC(=O)C(C)C, C=CC(=O)CC. The product is CCC(=O)C=CC(C)(C)C(=O)OC. Reaction SMILES: [CH2:1]([Li:2])[CH2:3][CH2:4][CH3:5].[CH2:25]1[O:26][CH2:27][CH2:28][CH2:29]1.[CH3:19][CH2:20][CH2:21][CH2:22][CH2:23][CH3:24].[CH3:6][O:7][C:8]([CH:9]([CH3:10])[CH3:11])=[O:12].[CH:13](=[CH2:14])[C:15](=[O:16])[CH2:17][CH3:18]>>[CH3:6][O:7][C:8]([C:9]([CH3:10])([CH3:11])[CH:14]=[CH:13][C:15](=[O:16])[CH2:17][CH3:18])=[O:12]. The reactants are [Na] (sodium), N1N=CN=C1 (1,2,4-triazole), C1(=CC=C(C=C1)OCC1(OC1)C(C=C)(C)C)C1=CC=CC=C1 (2-(biphenyl-4-yloxymethyl)-2-(3,3-dimethylprop-1-en-3-yl)-oxirane). The solvent is C(CC)O (n-propanol), C(CC)O (n-propanol). Product: C1(=CC=C(C=C1)OCC(C(C=C)(C)C)(CN1C=NN=C1)O)C1=CC=CC=C1 (4-(biphenyl-4-yloxymethyl)-3,3-dimethyl-4-hydroxy-5-(1,2,4-triazol-4-yl)-pent-1-ene). Yield: 15.1%. Reaction SMILES: [C:1]1([C:17]2[CH:22]=[CH:21][CH:20]=[CH:19][CH:18]=2)[CH:6]=[CH:5][C:4]([O:7][CH2:8][C:9]2([C:12]([CH3:16])([CH3:15])[CH:13]=[CH2:14])[CH2:11][O:10]2)=[CH:3][CH:2]=1.[Na].[NH:24]1[CH:28]=[N:27][CH:26]=[N:25]1>C(O)CC>[C:1]1([C:17]2[CH:22]=[CH:21][CH:20]=[CH:19][CH:18]=2)[CH:6]=[CH:5][C:4]([O:7][CH2:8][C:9]([OH:10])([CH2:11][N:27]2[CH:26]=[N:25][N:24]=[CH:28]2)[C:12]([CH3:16])([CH3:15])[CH:13]=[CH2:14])=[CH:3][CH:2]=1 |^1:22|. Procedure details: 35.3 g (0.120 mol) of 2-(biphenyl-4-yloxymethyl)-2-(3,3-dimethylprop-1-en-3-yl)-oxirane, dissolved in 80 ml of n-propanol, were added to a boiling solution of 1 g (0.012 mol) of sodium propylate and 9.1 g (0.132 mol) of 1,2,4-triazole in 50 ml of n-propanol. After the solution had been boiled under reflux for two days, it was evaporated down under reduced pressure, the oily residue was taken up in 200 ml of ethyl acetate, and the solution was washed with three times 50 ml of water. After the org... The reactants are C(CCCCCC)C1=CC=C(C(=O)Cl)C=C1 (4-heptylbenzoyl chloride), O=P12OP3(=O)OP(=O)(O1)OP(=O)(O2)O3 (phosphorus pentoxide), C[Si](C)(C)C#N (trimethylsilyl cyanide), [Sn](Cl)(Cl)(Cl)Cl (tin (IV) chloride). The solvent is C(Cl)Cl (methylene chloride). Conditions: time 2 hour. Yields the product C(CCCCCC)C1=CC=C(C(=O)C#N)C=C1 (4-Heptylbenzoyl cyanide), dark brown oil. Reaction SMILES: [CH2:1]([C:8]1[CH:16]=[CH:15][C:11]([C:12](Cl)=[O:13])=[CH:10][CH:9]=1)[CH2:2][CH2:3][CH2:4][CH2:5][CH2:6][CH3:7].O=P12OP3(OP(OP(O3)(O1)=O)(=O)O2)=O.C[Si]([C:35]#[N:36])(C)C.[Sn](Cl)(Cl)(Cl)Cl>C(Cl)Cl>[CH2:1]([C:8]1[CH:16]=[CH:15][C:11]([C:12]([C:35]#[N:36])=[O:13])=[CH:10][CH:9]=1)[CH2:2][CH2:3][CH2:4][CH2:5][CH2:6][CH3:7]. Procedure: 4-Heptylbenzoyl cyanide was synthesized according to the general procedure reported by G. A. Olah et al [supra]. Under dry conditions, 2.5518 g of 4-heptylbenzoyl chloride (99%, Aldrich) (10.69 mmol), 30 mL of methylene chloride, freshly distilled from phosphorus pentoxide under nitrogen, and 1.65 mL of trimethylsilyl cyanide (12 mmol) were added to a 100-mL round bottom flask. To this solution 0.27 mL of tin (IV) chloride (2.3 mmol) was added. The reaction mixture was stirred for 2 hr at room t... The reactants are O=C1NCCC[C@H]1NC(OC(C)(C)C)=O ((R)-tert-butyl 2-oxopiperidin-3-ylcarbamate), [H-].[Na+] (sodium hydride), O (water), IC (iodomethane). The solvent is CN(C=O)C (N,N-dimethylformamide). Conditions: time 30 minute. The product is CN1C([C@@H](CCC1)NC(OC(C)(C)C)=O)=O ((R)-tert-butyl 1-methyl-2-oxopiperidin-3-ylcarbamate). The yield is 45.3%. RXN SMILES: [O:1]=[C:2]1[C@H:7]([NH:8][C:9](=[O:15])[O:10][C:11]([CH3:14])([CH3:13])[CH3:12])[CH2:6][CH2:5][CH2:4][NH:3]1.[H-].[Na+].I[CH3:19].O>CN(C)C=O>[CH3:19][N:3]1[CH2:4][CH2:5][CH2:6][C@@H:7]([NH:8][C:9](=[O:15])[O:10][C:11]([CH3:12])([CH3:14])[CH3:13])[C:2]1=[O:1] |f:1.2|. Reported procedure: To a solution of (R)-tert-butyl 2-oxopiperidin-3-ylcarbamate (642 mg, 3.00 mmol) in N,N-dimethylformamide (3 mL) at room temperature was added sodium hydride (132 mg, 3.3 mmol). The reaction mixture stirred for 30 min, then iodomethane (206 μL, 3.3 mmol) was added and stirring was continued for 1 h. The reaction mixture was poured into water (50 mL) and extracted with EtOAc (100 mL), using a continuous extractor apparatus overnight. The organic extract was evaporated to dryness under vacuum and ... Starting materials: O=C1N(C(C=C1)=O)CCC(NCCOCCOCCOCCOCCC(NCCCOC1=CC=C(C(=O)C2=CC=C(C=C2)NCCCOCCOCCOCCCNC(OC(C)(C)C)=O)C=C1)=O)=O (tert-butyl (3-(2-(2-(3-((4-(4-((1-(2,5-dioxo-2,5-dihydro-1H-pyrrol-1-yl)-3,19-dioxo-7,10,13,16-tetraoxa-4,20-diazatricosan-23-yl)oxy)benzoyl)phenyl)amino)propoxy)ethoxy)ethoxy)propyl)carbamate). Run in C(Cl)Cl.C(=O)(C(F)(F)F)O (DCM TFA). Conditions: time 1 hour. Yields the product NCCCOCCOCCOCCCNC1=CC=C(C(=O)C2=CC=C(OCCCNC(CCOCCOCCOCCOCCNC(CCN3C(C=CC3=O)=O)=O)=O)C=C2)C=C1 (N-(3-(4-(4-((3-(2-(2-(3-aminopropoxy)ethoxy)ethoxy)propyl)-amino)benzoyl)phenoxy)propyl)-1-(3-(2,5-dioxo-2,5-dihydro-1H-pyrrol-1-yl)propanamido)-3,6,9,12-tetraoxapentadecan-15-amide). Yield: 108.5%. As a reaction SMILES: [O:1]=[C:2]1[CH:6]=[CH:5][C:4](=[O:7])[N:3]1[CH2:8][CH2:9][C:10](=[O:69])[NH:11][CH2:12][CH2:13][O:14][CH2:15][CH2:16][O:17][CH2:18][CH2:19][O:20][CH2:21][CH2:22][O:23][CH2:24][CH2:25][C:26](=[O:68])[NH:27][CH2:28][CH2:29][CH2:30][O:31][C:32]1[CH:67]=[CH:66][C:35]([C:36]([C:38]2[CH:43]=[CH:42][C:41]([NH:44][CH2:45][CH2:46][CH2:47][O:48][CH2:49][CH2:50][O:51][CH2:52][CH2:53][O:54][CH2:55][CH2:56][CH2:57][NH:58]C(=O)OC(C)(C)C)=[CH:40][CH:39]=2)=[O:37])=[CH:34][CH:33]=1>C(Cl)Cl.C(O)(C(F)(F)F)=O>[NH2:58][CH2:57][CH2:56][CH2:55][O:54][CH2:53][CH2:52][O:51][CH2:50][CH2:49][O:48][CH2:47][CH2:46][CH2:45][NH:44][C:41]1[CH:40]=[CH:39][C:38]([C:36]([C:35]2[CH:66]=[CH:67][C:32]([O:31][CH2:30][CH2:29][CH2:28][NH:27][C:26](=[O:68])[CH2:25][CH2:24][O:23][CH2:22][CH2:21][O:20][CH2:19][CH2:18][O:17][CH2:16][CH2:15][O:14][CH2:13][CH2:12][NH:11][C:10](=[O:69])[CH2:9][CH2:8][N:3]3[C:4](=[O:7])[CH:5]=[CH:6][C:2]3=[O:1])=[CH:33][CH:34]=2)=[O:37])=[CH:43][CH:42]=1 |f:1.2|. Reported procedure: tert-butyl (3-(2-(2-(3-((4-(4-((1-(2,5-dioxo-2,5-dihydro-1H-pyrrol-1-yl)-3,19-dioxo-7,10,13,16-tetraoxa-4,20-diazatricosan-23-yl)oxy)benzoyl)phenyl)amino)propoxy)ethoxy)ethoxy)propyl)carbamate (6.31 g, 6.50 mmol) was dissolved in a solution of DCM:TFA (2:1, 60 ml) and stirred ca. 1 h. Upon completion, reaction was then concentrated under reduced pressure, co-evaporated with toluene, and dried on oil pump for 2 hs to yield 6.15 g of crude N-(3-(4-(4-((3-(2-(2-(3-aminopropoxy)ethoxy)ethoxy)propyl)...